Dataset: the Open Reaction Database (ORD), a public repository of structured organic reaction records. Task: describe an organic reaction: reactants, conditions, products, and yield Reactants: FC=1C=C(COC2=CC=C(NC3=NC=NC4=CC=C(C=C34)C3=CC=C(O3)C=O)C=C2)C=CC1 (5-(4-{4-(3-fluorobenzyloxy)anilino}-6-quinazolinyl)-furan-2-carbaldehyde), CS(=O)(=O)CCN (2-methanesulphonyl-ethylamine). The product is FC=1C=C(COC2=CC=C(C=C2)NC2=NC=NC3=CC=C(C=C23)C=2OC(=CC2)CNCCS(=O)(=O)C)C=CC1 (N-{4-[(3-fluorobenzyl)oxy]phenyl}-6-[5-({[2-(methanesulphonyl)ethyl]amino}methyl)-2-furyl]-4-quinazolinamine). As a reaction SMILES: [F:1][C:2]1[CH:3]=[C:4]([CH:31]=[CH:32][CH:33]=1)[CH2:5][O:6][C:7]1[CH:30]=[CH:29][C:10]([NH:11][C:12]2[C:21]3[C:16](=[CH:17][CH:18]=[C:19]([C:22]4[O:26][C:25]([CH:27]=O)=[CH:24][CH:23]=4)[CH:20]=3)[N:15]=[CH:14][N:13]=2)=[CH:9][CH:8]=1.[CH3:34][S:35]([CH2:38][CH2:39][NH2:40])(=[O:37])=[O:36]>>[F:1][C:2]1[CH:3]=[C:4]([CH:31]=[CH:32][CH:33]=1)[CH2:5][O:6][C:7]1[CH:30]=[CH:29][C:10]([NH:11][C:12]2[C:21]3[C:16](=[CH:17][CH:18]=[C:19]([C:22]4[O:26][C:25]([CH2:27][NH:40][CH2:39][CH2:38][S:35]([CH3:34])(=[O:37])=[O:36])=[CH:24][CH:23]=4)[CH:20]=3)[N:15]=[CH:14][N:13]=2)=[CH:9][CH:8]=1. Procedure details: Prepared according to Procedure D from 5-(4-{4-(3-fluorobenzyloxy)anilino}-6-quinazolinyl)-furan-2-carbaldehyde (0.6 equiv) and 2-methanesulphonyl-ethylamine (1 equiv). 1H NMR 400 MHz (DMSO-d6) 9.40 (s, 1H); 8.67 (s, 1H); 8.30 (d, 1H); 7.86 (d, 1H); 7.75 (d, 2H); 7.43 (m, 1H); 7.30-7.21 (m, 3H); 7.15 (m, 1H); 7.07 (d, 2H); 6.80 (d, 1H); 5.15 (s, 2H); 4.40 (s, 2H); 3.65 (m, 2H); 3.40 (m, 2H); 3.11 (s, 3H); MS m/z 547 (M+1). Reaction SMILES: [F:1][C:2]1[CH:10]=[C:9]2[C:5]([C:6]([CH:11]3[CH2:16][CH2:15][N:14]([CH2:17][CH2:18][NH2:19])[CH2:13][CH2:12]3)=[N:7][NH:8]2)=[CH:4][CH:3]=1.[F:20][C:21]1[CH:22]=[C:23]2[C:28](=[O:29])[O:27][C:25](=[O:26])[C:24]2=[CH:30][CH:31]=1.C(Cl)Cl.C[OH:36]>CN(C=O)C>[C:28]([OH:27])(=[O:29])/[CH:23]=[CH:24]\[C:25]([OH:26])=[O:36].[F:20][C:21]1[CH:22]=[C:23]2[C:28](=[O:27])[N:19]([CH2:18][CH2:17][N:14]3[CH2:13][CH2:12][CH:11]([C:6]4[C:5]5[C:9](=[CH:10][C:2]([F:1])=[CH:3][CH:4]=5)[NH:8][N:7]=4)[CH2:16][CH2:15]3)[C:25](=[O:26])[C:24]2=[CH:30][CH:31]=1 |f:2.3,5.6|. The product is C(\C=C/C(=O)O)(=O)O.FC=1C=C2C(C(=O)N(C2=O)CCN2CCC(CC2)C2=NNC3=CC(=CC=C23)F)=CC1 (4-Fluoro-N-[2-[4-(6-fluoro-1H-indazol-3-yl)-1-piperidinyl]ethyl]phthalimide maleate). Run in CN(C)C=O (DMF). Reported procedure: To a solution of 2-[4-(6-fluoro-1H-3-indazolyl)-1-piperidinyl]ethylamine (6.1 g, 23.3 mmol) in DMF (230 ml) was added 4-fluorophthalic anhydride (4.2 g, 25.5 mmol) at room temperature under nitrogen. The reaction mixture was warmed to 80 C. for 2.5 hours at which time it was allowed to cool to room temperature. The DMF was removed under reduced pressure to give a brown oil which was dissolved into DCM/MeOH. Purification via flash column chromatography (silica gel, 2% MeOH/DCM) afforded 3.6 g of ... Starting materials: FC1=CC=C2C(=NNC2=C1)C1CCN(CC1)CCN (2-[4-(6-fluoro-1H-3-indazolyl)-1-piperidinyl]ethylamine), FC=1C=C2C(C(=O)OC2=O)=CC1 (4-fluorophthalic anhydride), C(Cl)Cl.CO (DCM MeOH). Run at time 2.5 hour. Reactants: O=C([O-])[O-], Cn1cc2ccc(NC(=O)c3cccnc3NCc3ccnc(Cl)c3)cc2n1, [Cs+], [Cs+], [Na+], NC(=O)N1CCOCC1, C1COCCO1, CN(C)C=O, O=C([O-])O. Product: Cn1cc2ccc(NC(=O)c3cccnc3NCc3ccnc(NC(=O)N4CCOCC4)c3)cc2n1. As a reaction SMILES: [C:29](=[O:30])([O-:31])[O-:32].[Cl:1][c:2]1[n:3][cH:4][cH:5][c:6]([CH2:8][NH:9][c:10]2[c:11]([C:12](=[O:13])[NH:14][c:15]3[cH:16][cH:17][c:18]4[cH:19][n:20]([CH3:24])[n:21][c:22]4[cH:23]3)[cH:25][cH:26][cH:27][n:28]2)[cH:7]1.[Cs+:33].[Cs+:34].[Na+:55].[O:35]1[CH2:36][CH2:37][N:38]([C:41](=[O:42])[NH2:43])[CH2:39][CH2:40]1.[O:44]1[CH2:45][CH2:46][O:47][CH2:48][CH2:49]1.[O:50]=[CH:51][N:52]([CH3:53])[CH3:54].[OH:56][C:57](=[O:58])[O-:59]>>[c:2]1([NH:43][C:41]([N:38]2[CH2:37][CH2:36][O:35][CH2:40][CH2:39]2)=[O:42])[n:3][cH:4][cH:5][c:6]([CH2:8][NH:9][c:10]2[c:11]([C:12](=[O:13])[NH:14][c:15]3[cH:16][cH:17][c:18]4[cH:19][n:20]([CH3:24])[n:21][c:22]4[cH:23]3)[cH:25][cH:26][cH:27][n:28]2)[cH:7]1. The reactants are CCOC(=O)c1csc(N2CC(C(C)(C)C)C2O[SiH](c2ccccc2)c2ccccc2)n1, C[Al](C)C, COC1CNC1, CC(=O)O, CCOC(C)=O, Cc1ccccc1, c1ccccc1. The product is COC1CN(C(=O)c2csc(N3CC(C(C)(C)C)C3O[SiH](c3ccccc3)c3ccccc3)n2)C1. Reaction SMILES: [C:1]([CH3:2])([CH3:3])([CH3:4])[CH:5]1[CH:6]([O:19][SiH:20]([c:21]2[cH:22][cH:23][cH:24][cH:25][cH:26]2)[c:27]2[cH:28][cH:29][cH:30][cH:31][cH:32]2)[N:7]([c:9]2[s:10][cH:11][c:12]([C:14](=[O:15])[O:16][CH2:17][CH3:18])[n:13]2)[CH2:8]1.[CH3:33][Al:34]([CH3:35])[CH3:36].[CH3:37][O:38][CH:39]1[CH2:40][NH:41][CH2:42]1.[CH3:43][C:44](=[O:45])[OH:46].[CH3:47][CH2:48][O:49][C:50](=[O:51])[CH3:52].[CH3:53][c:54]1[cH:55][cH:56][cH:57][cH:58][cH:59]1.[cH:60]1[cH:61][cH:62][cH:63][cH:64][cH:65]1>>[C:1]([CH3:2])([CH3:3])([CH3:4])[CH:5]1[CH:6]([O:19][SiH:20]([c:21]2[cH:22][cH:23][cH:24][cH:25][cH:26]2)[c:27]2[cH:28][cH:29][cH:30][cH:31][cH:32]2)[N:7]([c:9]2[s:10][cH:11][c:12]([C:14](=[O:15])[N:41]3[CH2:40][CH:39]([O:38][CH3:37])[CH2:42]3)[n:13]2)[CH2:8]1. The reactants are NC=1C=C(C(=O)OCC)C=CC1 (ethyl 3-aminobenzoate), ClC1=C(C=NC=C1)[N+](=O)[O-] (4-chloro-3-nitropyridine). Solvent: C(C)O (ethanol). Product: Cl.[N+](=O)([O-])C=1C=NC=CC1NC=1C=C(C(=O)O)C=CC1 (3-(3-nitro-4-pyridylamino)benzoate hydrochloride). Isolated yield 70.5%. As a reaction SMILES: [NH2:1][C:2]1[CH:3]=[C:4]([CH:10]=[CH:11][CH:12]=1)[C:5]([O:7]CC)=[O:6].[Cl:13][C:14]1[CH:19]=[CH:18][N:17]=[CH:16][C:15]=1[N+:20]([O-:22])=[O:21]>C(O)C>[ClH:13].[N+:20]([C:15]1[CH:16]=[N:17][CH:18]=[CH:19][C:14]=1[NH:1][C:2]1[CH:3]=[C:4]([CH:10]=[CH:11][CH:12]=1)[C:5]([OH:7])=[O:6])([O-:22])=[O:21] |f:3.4|. Reported procedure: A solution of ethyl 3-aminobenzoate (3.3 g, 20 mmol) and 4-chloro-3-nitropyridine (3.17 g, 20 mmol) in ethanol (150 ml) was stirred at room temperature for 16 hours and then cooled in an ice-bath. The resulting precipitate was collected, washed with ice-cold ethanol and dried to give ethyl (3-(3-nitro-4-pyridylamino)benzoate hydrochloride (4.17 g) as a yellow crystalline solid, m.p. 201°-204° C. Found: C,5.2; H,4.4; N,12.9. C14H13N3O4. HCl requires C,51.9; H,4.3; N,13.0%. The mother liquors were... Yields the product FC(F)(F)c1cc(-c2ccc(Cl)c(Cl)c2)nc(-c2cccc(Br)c2)n1. RXN SMILES: [BH:20]([OH:21])[OH:22].[Br:23][c:24]1[cH:25][cH:26][cH:27][cH:28][cH:29]1.[Cl:1][c:2]1[n:3][c:4]([C:16]([F:17])([F:18])[F:19])[cH:5][c:6](-[c:8]2[cH:9][c:10]([Cl:15])[c:11]([Cl:14])[cH:12][cH:13]2)[n:7]1>>[c:2]1(-[c:28]2[cH:27][cH:26][cH:25][c:24]([Br:23])[cH:29]2)[n:3][c:4]([C:16]([F:17])([F:18])[F:19])[cH:5][c:6](-[c:8]2[cH:9][c:10]([Cl:15])[c:11]([Cl:14])[cH:12][cH:13]2)[n:7]1. Starting materials: OBO, Brc1ccccc1, FC(F)(F)c1cc(-c2ccc(Cl)c(Cl)c2)nc(Cl)n1. The reactants are BrC=1C=C(C(=O)O)C=C(C1)OC(F)(F)F (3-bromo-5-(trifluoromethoxy)benzoic acid), BrC=1C=C(C(=O)OC)C=C(C1)O (methyl 3-bromo-5-hydroxybenzoate). Product: BrC=1C=C(C(=O)OC)C=C(C1)OC(F)(F)F (Methyl 3-bromo-5-(trifluoromethoxy)benzoate). Reaction SMILES: [Br:1][C:2]1[CH:3]=[C:4]([CH:8]=[C:9]([O:11][C:12]([F:15])([F:14])[F:13])[CH:10]=1)[C:5]([OH:7])=[O:6].Br[C:17]1C=C(C=C(O)C=1)C(OC)=O>>[Br:1][C:2]1[CH:3]=[C:4]([CH:8]=[C:9]([O:11][C:12]([F:13])([F:14])[F:15])[CH:10]=1)[C:5]([O:7][CH3:17])=[O:6]. Procedure: Prepared from 3-bromo-5-(trifluoromethoxy)benzoic acid according to the procedure for methyl 3-bromo-5-hydroxybenzoate. LCMS-ESI (m/z) calculated for C9H6BrF3O3: 299.0; no m/z observed, tR=4.08 min. 1H NMR (400 MHz, CDCl3) δ 8.12 (dd, J=3.9, 2.4 Hz, 1H), 7.83 (dt, J=2.2, 1.2 Hz, 1H), 7.57 (ddd, J=2.4, 1.8, 0.9 Hz, 1H), 3.99-3.87 (m, 3H). The product is FC(C(=O)O)(F)F.N[C@@H]1C(N(C2=C(OC1)C(=CC=C2)Br)CC2=C(C=CC1=CC=CC=C21)C)=O ((S)-3-amino-9-bromo-5-((2-methylnaphthalen-1-yl)methyl)-2,3-dihydrobenzo[b][1,4]oxazepin-4 (5H)-one trifluoroacetate). Reactants: BrC1=CC=CC2=C1OC[C@@H](C(N2CC2=C(C=CC1=CC=CC=C21)C)=O)NC(OC(C)(C)C)=O ((S)-tert-butyl 9-bromo-5-((2-methylnaphthalen-1-yl)methyl)-4-oxo-2,3,4,5-tetrahydrobenzo[b][1,4]oxazepin-3-ylcarbamate), C(=O)(C(F)(F)F)O (TFA). Reaction conditions: time 45 minute. Solvent: C(Cl)Cl (DCM). As a reaction SMILES: [Br:1][C:2]1[C:7]2[O:8][CH2:9][C@H:10]([NH:26]C(=O)OC(C)(C)C)[C:11](=[O:25])[N:12]([CH2:13][C:14]3[C:23]4[C:18](=[CH:19][CH:20]=[CH:21][CH:22]=4)[CH:17]=[CH:16][C:15]=3[CH3:24])[C:6]=2[CH:5]=[CH:4][CH:3]=1.[C:34]([OH:40])([C:36]([F:39])([F:38])[F:37])=[O:35]>C(Cl)Cl>[F:37][C:36]([F:39])([F:38])[C:34]([OH:40])=[O:35].[NH2:26][C@H:10]1[CH2:9][O:8][C:7]2[C:2]([Br:1])=[CH:3][CH:4]=[CH:5][C:6]=2[N:12]([CH2:13][C:14]2[C:23]3[C:18](=[CH:19][CH:20]=[CH:21][CH:22]=3)[CH:17]=[CH:16][C:15]=2[CH3:24])[C:11]1=[O:25] |f:3.4|. Procedure details: In a similar manner to that described for Example 89 Step 2 except the reaction was stirred 45 min., (S)-tert-butyl 9-bromo-5-((2-methylnaphthalen-1-yl)methyl)-4-oxo-2,3,4,5-tetrahydrobenzo[b][1,4]oxazepin-3-ylcarbamate (40 mg, 78.2 μmol) in DCM (2 mL) was cooled to 0° C. and treated with TFA (300 μl). After 45 min, the mixture was concentrated to dryness and the residue azeotroped with MeCN to afford (S)-3-amino-9-bromo-5-((2-methylnaphthalen-1-yl)methyl)-2,3-dihydrobenzo[b][1,4]oxazepin-4 (5H)...